From a dataset of the Open Reaction Database (ORD), a public repository of structured organic reaction records. describe an organic reaction: reactants, conditions, products, and yield The reactants are C(=O)(OC(C)(C)C)N1CCN(CC1)C(=O)Cl (1-Boc-4-(chlorocarbonyl)piperazine), N1=CC=CC=C1 (pyridine), CNC (dimethylamine). Run in ClCCl (dichloromethane). The product is C(=O)(OC(C)(C)C)N1CCN(CC1)C(N(C)C)=O (1-Boc-4-(N,N-dimethylcarbamoyl)piperazine). Isolated yield 70.0%. Reaction SMILES: [C:1]([N:8]1[CH2:13][CH2:12][N:11]([C:14](Cl)=[O:15])[CH2:10][CH2:9]1)([O:3][C:4]([CH3:7])([CH3:6])[CH3:5])=[O:2].[N:17]1[CH:22]=CC=C[CH:18]=1.CNC>ClCCl>[C:1]([N:8]1[CH2:13][CH2:12][N:11]([C:14](=[O:15])[N:17]([CH3:22])[CH3:18])[CH2:10][CH2:9]1)([O:3][C:4]([CH3:7])([CH3:6])[CH3:5])=[O:2]. Reported procedure: A solution of 1-Boc-4-(chlorocarbonyl)piperazine (300 mg, 1.22 mmol), pyridine (288.4 mg, 3 equiv) (Preparation B-12-A), and dimethylamine (1.83 mmol, 1.5 equiv) in dichloromethane was refluxed overnight. The solution was quenched by the dropwise addition of water. The organic layer was separated, dried over anhydrous Na2SO4, and evaporated in vacuo. The residue was purified by flash chromatography to give the title compound as a solid (˜70% yield). Starting materials: CO, [Na+], [OH-], COC(=O)CC1CCN(CCC#Cc2ccccc2)C1. Yields the product O=C(O)CC1CCN(CCC#Cc2ccccc2)C1. RXN SMILES: [CH3:23][OH:24].[Na+:22].[OH-:21].[c:1]1([C:7]#[C:8][CH2:9][CH2:10][N:11]2[CH2:12][CH:13]([CH2:16][C:17](=[O:18])[O:19][CH3:20])[CH2:14][CH2:15]2)[cH:2][cH:3][cH:4][cH:5][cH:6]1>>[c:1]1([C:7]#[C:8][CH2:9][CH2:10][N:11]2[CH2:12][CH:13]([CH2:16][C:17](=[O:18])[OH:19])[CH2:14][CH2:15]2)[cH:2][cH:3][cH:4][cH:5][cH:6]1. Reactants: C#CCBr, CC(C)O, [Na+], [OH-], O=C(O)c1ccc(O)c(O)c1. The product is C#CCOC(=O)c1ccc(O)c(O)c1. As a reaction SMILES: [CH2:14]([C:15]#[CH:16])[Br:17].[CH:18]([OH:19])([CH3:20])[CH3:21].[Na+:13].[OH-:12].[OH:1][C:2](=[O:3])[c:4]1[cH:5][cH:6][c:7]([OH:8])[c:9]([OH:10])[cH:11]1>>[O:1]([C:2](=[O:3])[c:4]1[cH:5][cH:6][c:7]([OH:8])[c:9]([OH:10])[cH:11]1)[CH2:16][C:15]#[CH:14]. Starting materials: [H-].[Na+] (sodium hydride), BrCC(=O)OC(C)(C)C (t-butyl bromoacetate), CN(P(N(C)C)(N(C)C)=O)C (hexamethylphosphoric triamide), O=C1N[C@@H](CSC[C@@H]1N1C(C=2C(C1=O)=CC=CC2)=O)C2=CC=CC=C2 (5-oxo-3(R)-phenyl-6(R)-phthalimidoperhydro-1,4-thiazepine), [H-].[Na+] (sodium hydride), BrCC(=O)OC(C)(C)C (t-butyl bromoacetate). Run in C(C)(=O)OCC (Ethyl acetate), CN(C=O)C (dimethylformamide). Run at time 5 minute. Yields the product O=C1N([C@@H](CSC[C@@H]1N1C(C=2C(C1=O)=CC=CC2)=O)C2=CC=CC=C2)CC(=O)OC(C)(C)C (t-Butyl α-[5-oxo-3(R)-phenyl-6(R)-phthalimidoperhydro-1,4-thiazepin-4-yl]acetate). Yield: 65.6%. Reaction SMILES: [H-].[Na+].CN(C)P(=O)(N(C)C)N(C)C.[O:14]=[C:15]1[C@@H:21]([N:22]2[C:26](=[O:27])[C:25]3=[CH:28][CH:29]=[CH:30][CH:31]=[C:24]3[C:23]2=[O:32])[CH2:20][S:19][CH2:18][C@@H:17]([C:33]2[CH:38]=[CH:37][CH:36]=[CH:35][CH:34]=2)[NH:16]1.Br[CH2:40][C:41]([O:43][C:44]([CH3:47])([CH3:46])[CH3:45])=[O:42]>CN(C)C=O.C(OCC)(=O)C>[O:14]=[C:15]1[C@@H:21]([N:22]2[C:23](=[O:32])[C:24]3=[CH:31][CH:30]=[CH:29][CH:28]=[C:25]3[C:26]2=[O:27])[CH2:20][S:19][CH2:18][C@@H:17]([C:33]2[CH:34]=[CH:35][CH:36]=[CH:37][CH:38]=2)[N:16]1[CH2:40][C:41]([O:43][C:44]([CH3:47])([CH3:46])[CH3:45])=[O:42] |f:0.1|. Procedure details: 270 mg of a 50% w/w suspension of sodium hydride in mineral oil were added to a solution containing 5 ml of hexamethylphosphoric triamide and 1.9 g of 5-oxo-3(R)-phenyl-6(R)-phthalimidoperhydro-1,4-thiazepine [prepared as described in step (e) above] dissolved in 20 ml of dimethylformamide, and the mixture was stirred for 5 minutes at room temperature, 1.8 g of t-butyl bromoacetate was then added to the mixture. The resulting mixture was stirred for 1 hour at room temperature, after which a furt... The reactants are CCN(CC)CCCCl, O=S(=O)(c1ccc(O)cc1)c1oc2ccccc2c1-c1ccccc1. Product: CCN(CC)CCCOc1ccc(S(=O)(=O)c2oc3ccccc3c2-c2ccccc2)cc1. RXN SMILES: [CH2:26]([CH3:27])[N:28]([CH2:29][CH2:30][CH2:31][Cl:32])[CH2:33][CH3:34].[OH:1][c:2]1[cH:3][cH:4][c:5]([S:8](=[O:9])(=[O:10])[c:11]2[o:12][c:13]3[c:14]([c:15]2-[c:16]2[cH:17][cH:18][cH:19][cH:20][cH:21]2)[cH:22][cH:23][cH:24][cH:25]3)[cH:6][cH:7]1>>[O:1]([c:2]1[cH:3][cH:4][c:5]([S:8](=[O:9])(=[O:10])[c:11]2[o:12][c:13]3[c:14]([c:15]2-[c:16]2[cH:17][cH:18][cH:19][cH:20][cH:21]2)[cH:22][cH:23][cH:24][cH:25]3)[cH:6][cH:7]1)[CH2:31][CH2:30][CH2:29][N:28]([CH2:26][CH3:27])[CH2:33][CH3:34].